Dataset: the Open Reaction Database (ORD), a public repository of structured organic reaction records. Task: describe an organic reaction: reactants, conditions, products, and yield Starting materials: CC1(C=2C=CC(=CC2C(=CC1)C=1SC=CN1)C#CC1=CC=C(C(=O)OCC)C=C1)C (ethyl 4-[(5,6-dihydro-5,5-dimethyl-8-(2-thiazolyl)-2-naphthalenyl)ethynyl]benzoate), CC1(C=2C=CC(=CC2C(=CC1)C=1SC=CN1)C#CC1=CC=C(C(=O)OCC)C=C1)C (ethyl 4-[(5,6-dihydro-5,5-dimethyl-8-(2-thiazolyl)-2-naphthalenyl)ethynyl]benzoate), O[Li].O (LiOH-H2O), C1CCOC1.O (THF water). Yields the product CC1(C=2C=CC(=CC2C(=CC1)C=1SC(=CN1)C)C#CC1=CC=C(C(=O)O)C=C1)C (4-[(5,6-Dihydro-5,5-dimethyl-8-(5-methylthiazol-2-yl)-2-naphthalenyl)ethynyl]benzoic acid). As a reaction SMILES: [CH3:1][C:2]1([CH3:30])[CH2:11][CH:10]=[C:9]([C:12]2[S:13][CH:14]=[CH:15][N:16]=2)[C:8]2[CH:7]=[C:6]([C:17]#[C:18][C:19]3[CH:29]=[CH:28][C:22]([C:23]([O:25]CC)=[O:24])=[CH:21][CH:20]=3)[CH:5]=[CH:4][C:3]1=2.O[Li].O.[CH2:34]1COCC1.O>>[CH3:1][C:2]1([CH3:30])[CH2:11][CH:10]=[C:9]([C:12]2[S:13][C:14]([CH3:34])=[CH:15][N:16]=2)[C:8]2[CH:7]=[C:6]([C:17]#[C:18][C:19]3[CH:29]=[CH:28][C:22]([C:23]([OH:25])=[O:24])=[CH:21][CH:20]=3)[CH:5]=[CH:4][C:3]1=2 |f:1.2,3.4|. Procedure details: A solution of 33.9 mg (0.08 mmol) of ethyl 4-[(5,6-dihydro-5,5-dimethyl-8-(2-thiazolyl)-2-naphthalenyl)ethynyl]benzoate (Compound 15a) and 8.5 mg (0.20 mmol) of LiOH-H2O in 3 ml of THF/water (3:1, v/v), was stirred overnight at room temperature. The reaction was quenched by the addition of sat. aqueous NH4Cl and extracted with EtOAc. The combined organic layers were washed with water and brine, dried over Na2SO4 and concentrated in vacuo to give the title compound as a colorless solid. PMR (d6-D... The reactants are CON(C(=O)C1CN(C1)C(=O)OC(C)(C)C)C (tert-butyl 3-{[methoxy(methyl)amino]carbonyl}azetidine-1-carboxylate), [H-].[Al+3].[Li+].[H-].[H-].[H-] (lithium aluminum hydride). The solvent is O1CCCC1 (tetrahydrofuran). Run at temperature -70 celsius, time 1 hour. Yields the product C(=O)C1CN(C1)C(=O)OC(C)(C)C (tert-butyl 3-formylazetidine-1-carboxylate). As a reaction SMILES: CON(C)[C:4]([CH:6]1[CH2:9][N:8]([C:10]([O:12][C:13]([CH3:16])([CH3:15])[CH3:14])=[O:11])[CH2:7]1)=[O:5].[H-].[Al+3].[Li+].[H-].[H-].[H-]>O1CCCC1>[CH:4]([CH:6]1[CH2:9][N:8]([C:10]([O:12][C:13]([CH3:16])([CH3:15])[CH3:14])=[O:11])[CH2:7]1)=[O:5] |f:1.2.3.4.5.6|. Procedure: To a solution tert-butyl 3-{[methoxy(methyl)amino]carbonyl}azetidine-1-carboxylate (93.8 g, 0.3 mol) in tetrahydrofuran at −70° C. was added dropwise lithium aluminum hydride (12.3 g in 320 ml THF). After the addition was complete, the reaction mixture was stirred for 1 h at −70° C. The reaction was quenched by the addition of 13 ml of water, followed by 39 ml of 1N aqueous NaOH solution and 13 ml of water. The mixture was stirred for 1 h, filtered and concentrated. The residue was partitioned b... Reactants: BrC=1C=CC(=C(N)C1)F (5-bromo-2-fluoroaniline), BrCCCC(=O)Cl (4-bromobutyryl chloride). Run in C1(=CC=CC=C1)C (toluene). Reaction conditions: temperature 100 celsius. Product: BrCCCC(=O)NC1=C(C=CC(=C1)Br)F (4-bromo-N-(5-bromo-2-fluorophenyl)butyramide). Reaction SMILES: [Br:1][C:2]1[CH:3]=[CH:4][C:5]([F:9])=[C:6]([CH:8]=1)[NH2:7].[Br:10][CH2:11][CH2:12][CH2:13][C:14](Cl)=[O:15]>C1(C)C=CC=CC=1>[Br:10][CH2:11][CH2:12][CH2:13][C:14]([NH:7][C:6]1[CH:8]=[C:2]([Br:1])[CH:3]=[CH:4][C:5]=1[F:9])=[O:15]. Procedure: A solution of 5-bromo-2-fluoroaniline (10 g, 52 mmol) in toluene (150 ml) was treated with 4-bromobutyryl chloride (6.1 ml, 52 mmol) and then heated at 100° C. for 14 h. The reaction was cooled then washed with water, 10% sodium carbonate, 1N HCl and water, dried over anhydrous magnesium sulphate, filtered and concentrated in vacuo. The resulting tan solid was triturated with 5% ether in isohexane and collected by filtration to afford 4-bromo-N-(5-bromo-2-fluorophenyl)butyramide. This solid was ... Reactants: [N+](=O)([O-])C1=CC(=C(C=C1)C)N1C(C(C=2C(C1=O)=CC(=CC2)Cl)C)=O (N-(4-nitro-o-tolyl)-4-chloro-α-methylhomophthalimide). The reagents and catalysts are [Ni] (Raney nickel). Solvent: C(C)(=O)OCC (ethyl acetate). Product: NC1=CC(=C(C=C1)C)N1C(C(C=2C(C1=O)=CC(=CC2)Cl)C)=O (N-(4-amino-o-tolyl)-4-chloro-α-methylhomophthalimide). Reaction SMILES: [N+:1]([C:4]1[CH:9]=[CH:8][C:7]([CH3:10])=[C:6]([N:11]2[C:16](=[O:17])[C:15]3=[CH:18][C:19]([Cl:22])=[CH:20][CH:21]=[C:14]3[CH:13]([CH3:23])[C:12]2=[O:24])[CH:5]=1)([O-])=O>C(OCC)(=O)C.[Ni]>[NH2:1][C:4]1[CH:9]=[CH:8][C:7]([CH3:10])=[C:6]([N:11]2[C:16](=[O:17])[C:15]3=[CH:18][C:19]([Cl:22])=[CH:20][CH:21]=[C:14]3[CH:13]([CH3:23])[C:12]2=[O:24])[CH:5]=1. Procedure: The solution of 0.5 g of N-(4-nitro-o-tolyl)-4-chloro-α-methylhomophthalimide in 120 ml of ethyl acetate is hydrogenated over 2.0 g of Raney nickel (washed with water and ethanol) at 2.5 atm. and room temperature for 5 hours. It is filtered and the filtrate evaporated, to yield the N-(4-amino-o-tolyl)-4-chloro-α-methylhomophthalimide of the formula ##STR8## showing in the I.R.-spectrum bands at 1665 and 1710cm-1 and in the mass-spectrum the ion of 314/316. The reactants are 56, CN(CCO)C (N,N-dimethylethanolamine), O (water), CN(CCO)C (N,N-dimethylethanolamine), O (water), 20, NC1CC(CC(C1)(C)C)(C)CN (1-amino-3-aminomethyl-3,5,5-trimethylcyclohexane), NCCNCCN (diethylenetriamine), O (water). The product is NC(=O)N.NC(=O)OCC (urea urethane). As a reaction SMILES: C[N:2]([CH3:6])[CH2:3][CH2:4][OH:5].[NH2:7]C1CC(C)(C)CC([CH2:17][NH2:18])(C)C1.NCCNCCN.[OH2:26]>>[NH2:7][C:6]([NH2:2])=[O:26].[NH2:18][C:17]([O:5][CH2:4][CH3:3])=[O:26] |f:4.5|. Procedure details: One-thousand-two-hundred-sixty-eight parts of the prepolymer is charged to a reaction vessel and agitated. A mixture of 56 parts N,N-dimethylethanolamine and 1,385 parts water is then gradually added to the agitating prepolymer over a ten minute period, and the temperature is maintained between 30° to 33° C. Within one to two minutes after the completion of the addition of the N,N-dimethylethanolamine and water, a mixture of 20 parts 1-amino-3-aminomethyl-3,5,5-trimethylcyclohexane and 8 parts d... The reactants are O=C(Nc1cccc(C(F)(F)F)c1)Nc1ncc(CCNc2ncnc3cc(Br)sc23)s1, CC(C)(C)OC(=O)N1CC=C(B2OC(C)(C)C(C)(C)O2)CC1, O=C([O-])[O-], [Na+], [Na+], CN(C)C=O, O, Cl[Pd]Cl, c1ccc(P(c2ccccc2)c2ccccc2)cc1, c1ccc(P(c2ccccc2)c2ccccc2)cc1. Yields the product O=C(Nc1cccc(C(F)(F)F)c1)Nc1ncc(CCNc2ncnc3ccsc23)s1. RXN SMILES: [Br:1][c:2]1[cH:3][c:4]2[n:5][cH:6][n:7][c:8]([NH:11][CH2:12][CH2:13][c:14]3[cH:15][n:16][c:17]([NH:19][C:20](=[O:21])[NH:22][c:23]4[cH:24][c:25]([C:29]([F:30])([F:31])[F:32])[cH:26][cH:27][cH:28]4)[s:18]3)[c:9]2[s:10]1.[C:33]([O:34][C:35]([N:36]1[CH2:37][CH:38]=[C:39]([B:40]2[O:41][C:42]([CH3:43])([CH3:44])[C:45]([CH3:46])([CH3:47])[O:48]2)[CH2:49][CH2:50]1)=[O:51])([CH3:52])([CH3:53])[CH3:54].[C:55](=[O:56])([O-:57])[O-:58].[Na+:59].[Na+:60].[O:102]=[CH:103][N:104]([CH3:105])[CH3:106].[OH2:107].[Pd:61]([Cl:62])[Cl:63].[c:64]1([P:65]([c:66]2[cH:67][cH:68][cH:69][cH:70][cH:71]2)[c:72]2[cH:73][cH:74][cH:75][cH:76][cH:77]2)[cH:78][cH:79][cH:80][cH:81][cH:82]1.[c:83]1([P:84]([c:85]2[cH:86][cH:87][cH:88][cH:89][cH:90]2)[c:91]2[cH:92][cH:93][cH:94][cH:95][cH:96]2)[cH:97][cH:98][cH:99][cH:100][cH:101]1>>[cH:2]1[cH:3][c:4]2[n:5][cH:6][n:7][c:8]([NH:11][CH2:12][CH2:13][c:14]3[cH:15][n:16][c:17]([NH:19][C:20](=[O:21])[NH:22][c:23]4[cH:24][c:25]([C:29]([F:30])([F:31])[F:32])[cH:26][cH:27][cH:28]4)[s:18]3)[c:9]2[s:10]1. The reactants are C(=O)C=1C(=CC(=C(C(=O)O)C1)C)C (5-formyl-2,4-dimethylbenzoic acid), CO (methanol), C(=O)C=1C(=CC(=C(C(=O)O)C1)C)C (5-formyl-2,4-dimethylbenzoic acid), S(O)(O)(=O)=O (sulfuric acid). Run at temperature 80 celsius, time 2 hour. Yields the product C(=O)C=1C(=CC(=C(C(=O)OC)C1)C)C (Methyl 5-formyl-2,4-dimethylbenzoate). As a reaction SMILES: [CH:1]([C:3]1[C:4]([CH3:13])=[CH:5][C:6]([CH3:12])=[C:7]([CH:11]=1)[C:8]([OH:10])=[O:9])=[O:2].S(=O)(=O)(O)O.[CH3:19]O>>[CH:1]([C:3]1[C:4]([CH3:13])=[CH:5][C:6]([CH3:12])=[C:7]([CH:11]=1)[C:8]([O:10][CH3:19])=[O:9])=[O:2]. Procedure: Into a 250-mL round-bottom flask, was placed 5-formyl-2,4-dimethylbenzoic acid (compound 83.1, 2.00 g, 11.2 mmol) and methanol (50 mL). Concentrated sulfuric acid (2 mL) was carefully added drop-wise and the resulting solution was stirred for 2 h at 80° C., then cooled and the volatiles were removed under reduced pressure. The pH of the residue was adjusted to 9 with sodium bicarbonate (sat.), then the aqueous phase was extracted with ethyl acetate (3×50 mL). The combined organic layers were was... The reactants are O=C([O-])[O-], CC#N, O=C(c1cnc(Cl)c(Cl)c1)N1CCOCC1, [Cs+], [Cs+], Cn1ccc(NC(=O)c2cc(O)cc(OC3CCOC3)c2)n1. Product: Cn1ccc(NC(=O)c2cc(Oc3ncc(C(=O)N4CCOCC4)cc3Cl)cc(OC3CCOC3)c2)n1. RXN SMILES: [C:1](=[O:2])([O-:3])[O-:4].[CH3:45][C:46]#[N:47].[Cl:29][c:30]1[cH:31][c:32]([C:37](=[O:38])[N:39]2[CH2:40][CH2:41][O:42][CH2:43][CH2:44]2)[cH:33][n:34][c:35]1[Cl:36].[Cs+:5].[Cs+:6].[OH:7][c:8]1[cH:9][c:10]([C:11](=[O:12])[NH:13][c:14]2[n:15][n:16]([CH3:19])[cH:17][cH:18]2)[cH:20][c:21]([O:23][CH:24]2[CH2:25][O:26][CH2:27][CH2:28]2)[cH:22]1>>[O:7]([c:8]1[cH:9][c:10]([C:11](=[O:12])[NH:13][c:14]2[n:15][n:16]([CH3:19])[cH:17][cH:18]2)[cH:20][c:21]([O:23][CH:24]2[CH2:25][O:26][CH2:27][CH2:28]2)[cH:22]1)[c:35]1[c:30]([Cl:29])[cH:31][c:32]([C:37](=[O:38])[N:39]2[CH2:40][CH2:41][O:42][CH2:43][CH2:44]2)[cH:33][n:34]1. Reactants: Cl.C(C)OC(CCN)=O (β-alanine ethyl ester hydrochloride), Cl.NN=CC1=CC=C(C=C1)NC(CCC(=O)O)=O (4-[[4-(aminoiminomethyl)phenyl]-amino]-4-oxobutanoic acid hydrochloride), CN1CCOCC1 (N-methylmorpholine), ClC(=O)OCC(C)C (isobutyl chloroformate), CN1CCOCC1 (N-methylmorpholine). Run in CN(C)C=O (DMF). Reaction conditions: time 5 minute. Yields the product C(C)OC(CCNC(CCC(=O)NC1=CC=C(C=C1)C=NN)=O)=O (Ethyl-3-[[4-[[4-(aminoimino-methyl)phenyl]amino]-1,4-dioxobutyl]amino]propanoate). Isolated yield 449.2%. As a reaction SMILES: Cl.[NH2:2][N:3]=[CH:4][C:5]1[CH:10]=[CH:9][C:8]([NH:11][C:12](=[O:18])[CH2:13][CH2:14][C:15]([OH:17])=O)=[CH:7][CH:6]=1.CN1CCOCC1.ClC(OCC(C)C)=O.Cl.[CH2:35]([O:37][C:38](=[O:42])[CH2:39][CH2:40][NH2:41])[CH3:36]>CN(C=O)C>[CH2:35]([O:37][C:38](=[O:42])[CH2:39][CH2:40][NH:41][C:15](=[O:17])[CH2:14][CH2:13][C:12]([NH:11][C:8]1[CH:7]=[CH:6][C:5]([CH:4]=[N:3][NH2:2])=[CH:10][CH:9]=1)=[O:18])[CH3:36] |f:0.1,4.5|. Procedure: An aliquot of 4-[[4-(aminoiminomethyl)phenyl]-amino]-4-oxobutanoic acid hydrochloride prepared in Example 1, Step 1 (1.36 g) was added to dry DMF (50 ml) followed by N-methylmorpholine (0.6 mL) and isobutyl chloroformate (0.65 mL) at 0° C. under nitrogen atmosphere. The mixture was stirred for 5 min, then 0.45 g β-alanine ethyl ester hydrochloride was added followed by 0.6 mL of N-methylmorpholine. After 4 hr, the solvent was removed under reduced pressure and the product was purified by reverse... As a reaction SMILES: [F:1][C:2]([F:6])([F:5])[CH2:3][OH:4].[H-].[Na+].[NH2:9][C:10]1[N:15]=[C:14](Cl)[CH:13]=[C:12]([C:17]([F:20])([F:19])[F:18])[N:11]=1>C1COCC1>[NH2:9][C:10]1[N:15]=[C:14]([O:4][CH2:3][C:2]([F:6])([F:5])[F:1])[CH:13]=[C:12]([C:17]([F:20])([F:18])[F:19])[N:11]=1 |f:1.2|. Reaction conditions: time 18 hour. Run in C1CCOC1 (THF), C1CCOC1 (THF). The reactants are FC(CO)(F)F (2,2,2-Trifluoroethanol), [H-].[Na+] (NaH), NC1=NC(=CC(=N1)Cl)C(F)(F)F (2-amino-4-chloro-6-trifluoromethylpyrimidine). Isolated yield 74.0%. Product: NC1=NC(=CC(=N1)OCC(F)(F)F)C(F)(F)F (2-amino-4-(2,2,2-trifluoroethoxy)-6-trifluoromethyl-pyrimidine). Reported procedure: 2,2,2-Trifluoroethanol (2.2 mL, 30 mmol) was slowly added to a suspension of NaH (1.5 g, 36 mmol, 60% dispersion in mineral oil) in anhydrous THF (50 mL) under an N2 atmosphere. To the resulting mixture was added a solution of 2-amino-4-chloro-6-trifluoromethylpyrimidine (5.0 g, 25 mmol; for preparation see: Giner-Sorolla, A. and Bendich, A. J. Am. Chem. Soc. 1957, 80, 5744 and Gershon, H. et al. J. Het. Chem. 1983, 20, 219) in anhydrous THF (50 mL). The resulting mixture was stirred 18 h at roo...